From a dataset of the Open Reaction Database (ORD), a public repository of structured organic reaction records. describe an organic reaction: reactants, conditions, products, and yield Starting materials: [BH4-], COC(=O)C1CC(O[Si](C)(C)C(C)(C)C)CN1S(=O)(=O)c1ccc(C(F)(F)F)cc1, CO, [Cl-], [Li+], [Na+]. The product is CC(C)(C)[Si](C)(C)OC1CC(CO)N(S(=O)(=O)c2ccc(C(F)(F)F)cc2)C1. Reaction SMILES: [BH4-:3].[C:5]([CH3:6])([CH3:7])([CH3:8])[Si:9]([O:10][CH:11]1[CH2:12][CH:13]([C:29](=[O:30])[O:31][CH3:32])[N:14]([S:16](=[O:17])(=[O:18])[c:19]2[cH:20][cH:21][c:22]([C:25]([F:26])([F:27])[F:28])[cH:23][cH:24]2)[CH2:15]1)([CH3:33])[CH3:34].[CH3:35][OH:36].[Cl-:2].[Li+:1].[Na+:4]>>[C:5]([CH3:6])([CH3:7])([CH3:8])[Si:9]([O:10][CH:11]1[CH2:12][CH:13]([CH2:29][OH:30])[N:14]([S:16](=[O:17])(=[O:18])[c:19]2[cH:20][cH:21][c:22]([C:25]([F:26])([F:27])[F:28])[cH:23][cH:24]2)[CH2:15]1)([CH3:33])[CH3:34]. Reaction SMILES: [CH3:1][c:2]1[c:3](-[c:11]2[cH:12][n:13][cH:14][n:15][cH:16]2)[cH:4][c:5]([N+:8]([O-:9])=[O:10])[cH:6][cH:7]1.[CH3:22][OH:23].[O:17]1[CH2:18][CH2:19][CH2:20][CH2:21]1>>[CH3:1][c:2]1[c:3](-[c:11]2[cH:12][n:13][cH:14][n:15][cH:16]2)[cH:4][c:5]([NH2:8])[cH:6][cH:7]1. The reactants are Cc1ccc([N+](=O)[O-])cc1-c1cncnc1, CO, C1CCOC1. Yields the product Cc1ccc(N)cc1-c1cncnc1.